Task: describe an organic reaction: reactants, conditions, products, and yield. Dataset: the Open Reaction Database (ORD), a public repository of structured organic reaction records Reactants: Cl.C(C)N=C=NCCCN(C)C (1-ethyl-3-(3-dimethylaminopropyl)carbodiimide hydrochloride), C(CCC)OCCOC1=CC=C(C=C1)C=1C=CC2=C(C=C(CCN2C(C(F)(F)F)=O)C(=O)O)C1 (7-[4-(2-butoxyethoxy)phenyl]-1-trifluoroacetyl-2,3-dihydro-1H-1-benzazepine-4-carboxylic acid), NC1=CC(=C(C=C1)C(O)C1=NC=CC(=C1)C)OC ((4-amino-2-methoxyphenyl)(4-methylpyridin-2-yl)methanol), ON1N=NC2=C1C=CC=C2 (1-hydroxybenzotriazole). The reagents and catalysts are CN(C1=CC=NC=C1)C (4-dimethylaminopyridine). Solvent: C(C)N(CC)CC (triethylamine), CN(C=O)C (N,N-dimethylformamide), O (water). Reaction conditions: time 8 hour. The product is C(CCC)OCCOC1=CC=C(C=C1)C=1C=CC2=C(C=C(CCN2C(C(F)(F)F)=O)C(=O)NC2=CC(=C(C=C2)C(C2=NC=CC(=C2)C)O)OC)C1 (7-[4-(2-butoxyethoxy)phenyl]-N-[4-[hydroxy(4-methylpyridin-2-yl)methyl]-3-methoxyphenyl]-1-trifluoroacetyl-2,3-dihydro-1H-1-benzazepine-4-carboxamide). Yield: 96.9%. Reaction SMILES: [CH2:1]([O:5][CH2:6][CH2:7][O:8][C:9]1[CH:14]=[CH:13][C:12]([C:15]2[CH:16]=[CH:17][C:18]3[N:24]([C:25](=[O:30])[C:26]([F:29])([F:28])[F:27])[CH2:23][CH2:22][C:21]([C:31]([OH:33])=O)=[CH:20][C:19]=3[CH:34]=2)=[CH:11][CH:10]=1)[CH2:2][CH2:3][CH3:4].[NH2:35][C:36]1[CH:41]=[CH:40][C:39]([CH:42]([C:44]2[CH:49]=[C:48]([CH3:50])[CH:47]=[CH:46][N:45]=2)[OH:43])=[C:38]([O:51][CH3:52])[CH:37]=1.ON1C2C=CC=CC=2N=N1.Cl.C(N=C=NCCCN(C)C)C>CN(C)C=O.CN(C)C1C=CN=CC=1.O.C(N(CC)CC)C>[CH2:1]([O:5][CH2:6][CH2:7][O:8][C:9]1[CH:10]=[CH:11][C:12]([C:15]2[CH:16]=[CH:17][C:18]3[N:24]([C:25](=[O:30])[C:26]([F:28])([F:27])[F:29])[CH2:23][CH2:22][C:21]([C:31]([NH:35][C:36]4[CH:41]=[CH:40][C:39]([CH:42]([OH:43])[C:44]5[CH:49]=[C:48]([CH3:50])[CH:47]=[CH:46][N:45]=5)=[C:38]([O:51][CH3:52])[CH:37]=4)=[O:33])=[CH:20][C:19]=3[CH:34]=2)=[CH:13][CH:14]=1)[CH2:2][CH2:3][CH3:4] |f:3.4|. Reported procedure: 7-[4-(2-butoxyethoxy)phenyl]-1-trifluoroacetyl-2,3-dihydro-1H-1-benzazepine-4-carboxylic acid (0.7 g), (4-amino-2-methoxyphenyl)(4-methylpyridin-2-yl)methanol (0.5 g) and 1-hydroxybenzotriazole (0.34 g) were dissolved in N,N-dimethylformamide (15 ml), and to the solution were added 1-ethyl-3-(3-dimethylaminopropyl)carbodiimide hydrochloride (0.56 g), triethylamine (0.61 ml) and 4-dimethylaminopyridine (catalytic amout) at room temperature under ice-cooling, and the mixture was stirred overnight.... Yields the product CC=1C=CC(=NC1)C1=CC=CC=C1 (5-Methyl-2-phenylpyridine). RXN SMILES: Br[C:2]1[CH:7]=[CH:6][C:5]([CH3:8])=[CH:4][N:3]=1.[C:9]1(B(O)O)[CH:14]=[CH:13][CH:12]=[CH:11][CH:10]=1>>[CH3:8][C:5]1[CH:6]=[CH:7][C:2]([C:9]2[CH:14]=[CH:13][CH:12]=[CH:11][CH:10]=2)=[N:3][CH:4]=1. Reactants: BrC1=NC=C(C=C1)C (2-bromo-5-methyl-pyridine), C1(=CC=CC=C1)B(O)O (phenylboronic acid). Procedure details: Synthesized using 2-bromo-5-methyl-pyridine (2.92 g, 16.95 mmol) and phenylboronic acid (3.09 g, 25.4 mmol) according to Method C. Crude product was purified by flash chromatography on silica-gel using a mixture of hexane/ethyl acetate (8:1) as eluent. White solid. Yield: 1.99 g, 70%. 1H NMR (CDCl3, 500 MHz): δH (ppm)=2.38 (s, 3H), 7.37-7.43 (m, 1H), 7.44-7.51 (m, 2H), 7.54-7.60 (m, 1H), 7.60-7.67 (m, 1H), 7.95-8.00 (m, 2H), 8.51-8.55 (m, 1H); 13C NMR (CDCl3, 125 MHz): δC (ppm)=18.1, 120.0, 126.... The reactants are ClC=1C=C(C=C(C1)Cl)C(CC1=CC=CC=C1)=O (1-(3,5-dichlorophenyl)-2-phenylethanone), BrC1=CC(=CC(=C1)F)F (1-bromo-3,5-difluorobenzene), crude product. Product: FC=1C=C(C=C(C1)F)C(CC1=CC=CC=C1)=O (1-(3,5-difluorophenyl)-2-phenylethanone). The yield is 10.3%. RXN SMILES: ClC1C=C([C:9](=[O:17])[CH2:10][C:11]2[CH:16]=[CH:15][CH:14]=[CH:13][CH:12]=2)C=C(Cl)C=1.Br[C:19]1[CH:24]=[C:23]([F:25])[CH:22]=[C:21]([F:26])[CH:20]=1>>[F:26][C:21]1[CH:20]=[C:19]([C:9](=[O:17])[CH2:10][C:11]2[CH:16]=[CH:15][CH:14]=[CH:13][CH:12]=2)[CH:24]=[C:23]([F:25])[CH:22]=1. Reported procedure: Prepared following the procedure described in Intermediate 13, starting from 1-bromo-3,5-difluorobenzene, where the crude product was purified by column chromatography (PE: EtOAc=100:1) to afford Intermediate 18 (100 mg, yield 10.3%). Starting materials: C1=CC=CC=2C3=CC=CC=C3NC12.N[C@@H](CS)C(=O)O (cystein carbazole), OCC(=O)[C@@H](O)[C@H](O)[C@H](O)CO (fructose). Product: O=C[C@H](O)[C@@H](O)[C@H](O)[C@H](O)CO (glucose). Reaction SMILES: C1C2NC3C(=CC=CC=3)C=2C=CC=1.N[C@H](C(O)=O)CS.[OH:21][CH2:22][C:23]([C@H:25]([C@@H:27]([C@@H:29]([CH2:31][OH:32])[OH:30])[OH:28])[OH:26])=[O:24]>>[O:21]=[CH:22][C@@H:23]([C@H:25]([C@@H:27]([C@@H:29]([CH2:31][OH:32])[OH:30])[OH:28])[OH:26])[OH:24] |f:0.1|. Procedure: A mixture of 0.2 ml of a 1 M aqueous D-glucose solution, 0.2 ml of a 0.05 M aqueous MgSO4.7H2O solution, 0.2 ml of a 0.5 M aqueous phosphate buffer solution (pH=7.2) and a given amount of aqueous glucose isomerase extract is diluted with water to make 2 ml. The resulting mixture is maintained at a temperature of 70° C. for 60 minutes to effect the glucose isomerization which is terminated by the addition of 2 ml of 0.5 M perchloric acid. The amount of fructose produced is determined by cystein c... Reactants: O=C1CCC(=O)N1Br, COC(=O)Cc1c(Cl)ccc2ncc(C)cc12, ClC(Cl)(Cl)Cl. The product is COC(=O)Cc1c(Cl)ccc2ncc(CBr)cc12. Reaction SMILES: [Br:18][N:19]1[C:20](=[O:21])[CH2:22][CH2:23][C:24]1=[O:25].[CH3:1][O:2][C:3]([CH2:4][c:5]1[c:6]2[cH:7][c:8]([CH3:16])[cH:9][n:10][c:11]2[cH:12][cH:13][c:14]1[Cl:15])=[O:17].[Cl:26][C:27]([Cl:28])([Cl:29])[Cl:30]>>[CH3:1][O:2][C:3]([CH2:4][c:5]1[c:6]2[cH:7][c:8]([CH2:16][Br:18])[cH:9][n:10][c:11]2[cH:12][cH:13][c:14]1[Cl:15])=[O:17]. Starting materials: N1=C(C=CC=C1)C1=CC=C(S1)CN ([5-(2-pyridinyl)-2-thienyl]methylamine), C(C)(C)N(CC)C(C)C (diisopropyl ethyl amine), NC1=CC(=NC(=C1C#N)OCC)C(=O)O (4-amino-5-cyano-6-ethoxy-pyridine-2-carboxylic acid), F[B-](F)(F)F.N1(N=NC2=C1C=CC=C2)OC(=[N+](C)C)N(C)C (O-benzotriazol-1-yl-N,N,N′,N′-tetramethyluronium tetrafluoroborate). The solvent is CN(C(C)=O)C (N,N-dimethylacetamide), CN(C(C)=O)C (N,N-dimethylacetamide), CN(C(C)=O)C (N,N-dimethylacetamide), CN(C(C)=O)C (N,N-dimethylacetamide). Run at time 8 hour. Product: NC1=CC(=NC(=C1C#N)OCC)C(=O)NCC=1SC(=CC1)C1=NC=CC=C1 (4-amino-5-cyano-6-ethoxy-N-[(5-pyridin-2-ylthien-2-yl)methyl]pyridine-2-carboxamide). Reaction SMILES: [NH2:1][C:2]1[C:7]([C:8]#[N:9])=[C:6]([O:10][CH2:11][CH3:12])[N:5]=[C:4]([C:13]([OH:15])=O)[CH:3]=1.F[B-](F)(F)F.N1(OC(N(C)C)=[N+](C)C)C2C=CC=CC=2N=N1.[N:38]1[CH:43]=[CH:42][CH:41]=[CH:40][C:39]=1[C:44]1[S:48][C:47]([CH2:49][NH2:50])=[CH:46][CH:45]=1.C(N(C(C)C)CC)(C)C>CN(C)C(=O)C>[NH2:1][C:2]1[C:7]([C:8]#[N:9])=[C:6]([O:10][CH2:11][CH3:12])[N:5]=[C:4]([C:13]([NH:50][CH2:49][C:47]2[S:48][C:44]([C:39]3[CH:40]=[CH:41][CH:42]=[CH:43][N:38]=3)=[CH:45][CH:46]=2)=[O:15])[CH:3]=1 |f:1.2|. Procedure details: In a 20 mL vial a solution of Example 104A (32.5 mg, 0.16 mmol) dissolved in N,N-dimethylacetamide (0.8 mL) was added, followed by the addition of O-benzotriazol-1-yl-N,N,N′,N′-tetramethyluronium tetrafluoroborate (50.4 mg, 0.16 mmol) dissolved in N,N-dimethylacetamide (0.8 mL). Then, commercially available [5-(2-pyridinyl)-2-thienyl]methylamine (36.2 mg, 0.19 mmol) dissolved in N,N-dimethylacetamide (0.6 mL) was added followed by the addition of diisopropyl ethyl amine (57.9 uL, 0.31 mmol) diss... Reactants: C(#N)C1=NN(C2=CN=C(C=C21)C)CC(=O)OC(C)(C)C (tert-butyl 2-(3-cyano-5-methyl-1H-pyrazolo[3,4-c]pyridin-1-yl)acetate), C(=O)(C(F)(F)F)O (TFA). The product is C(N)(=O)C1=NN(C2=CN=C(C=C21)C)CC(=O)O ((3-Carbamoyl-5-methyl-pyrazolo[3,4-c]pyridin-1-yl)-acetic acid). Reaction SMILES: [C:1]([C:3]1[C:11]2[C:6](=[CH:7][N:8]=[C:9]([CH3:12])[CH:10]=2)[N:5]([CH2:13][C:14]([O:16]C(C)(C)C)=[O:15])[N:4]=1)#[N:2].C(O)(C(F)(F)F)=[O:22]>>[C:1]([C:3]1[C:11]2[C:6](=[CH:7][N:8]=[C:9]([CH3:12])[CH:10]=2)[N:5]([CH2:13][C:14]([OH:16])=[O:15])[N:4]=1)(=[O:22])[NH2:2]. Procedure: A solution of tert-butyl 2-(3-cyano-5-methyl-1H-pyrazolo[3,4-c]pyridin-1-yl)acetate (250 mg, 0.92 mmol) in TFA (4 mL) was subjected to microwave irradiation at 140° C. for 90 min. The reaction mixture was concentrated in vacuo, the residual solid was suspended in MeOH and concentrated again in vacuo. MS: 235.0 [M+H]+; tR (HPLC conditions d): 0.24 min. The reactants are ClC1=C(C=C(C=C1)S(=O)(=O)Cl)[N+](=O)[O-] (4-chloro-3-nitrobenzenesulfonyl chloride), CN (methylamine), O (Water). Solvent: C1CCOC1 (THF). Reaction conditions: time 1 hour. The product is ClC1=C(C=C(C=C1)S(=O)(=O)NC)[N+](=O)[O-] (4-chloro-N-methyl-3-nitrobenzenesulfonamide). As a reaction SMILES: [Cl:1][C:2]1[CH:7]=[CH:6][C:5]([S:8](Cl)(=[O:10])=[O:9])=[CH:4][C:3]=1[N+:12]([O-:14])=[O:13].[CH3:15][NH2:16].O>C1COCC1>[Cl:1][C:2]1[CH:7]=[CH:6][C:5]([S:8]([NH:16][CH3:15])(=[O:10])=[O:9])=[CH:4][C:3]=1[N+:12]([O-:14])=[O:13]. Reported procedure: To a solution of 4-chloro-3-nitrobenzenesulfonyl chloride (2.0 g, 7.8 mmol) in THF (10 mL) was added excess methylamine (2M solution in THF). The reaction solution was stirred at room temperature for 1 hr. Water was then added and the product was extracted into chloroform. The combined extracts were washed, dried over sodium sulfate, filtered and evaporation to yield 2.3 g of the crude 4-chloro-N-methyl-3-nitrobenzenesulfonamide as an oil. The crude material was used in the subsequent step witho... Product: O=C(NC1(C(=O)O)CC1)c1ccc(Cl)cc1. Reaction SMILES: [CH2:21]1[O:22][CH2:23][CH2:24][O:25][CH2:26]1.[Cl:1][c:2]1[cH:3][cH:4][c:5]([C:6](=[O:7])[NH:8][C:9]2([C:12](=[O:13])[O:14][CH2:15][CH3:16])[CH2:10][CH2:11]2)[cH:17][cH:18]1.[Li+:19].[OH-:20].[OH2:27]>>[Cl:1][c:2]1[cH:3][cH:4][c:5]([C:6](=[O:7])[NH:8][C:9]2([C:12](=[O:13])[OH:14])[CH2:10][CH2:11]2)[cH:17][cH:18]1. Reactants: C1COCCO1, CCOC(=O)C1(NC(=O)c2ccc(Cl)cc2)CC1, [Li+], [OH-], O.